Task: describe an organic reaction: reactants, conditions, products, and yield. Dataset: the Open Reaction Database (ORD), a public repository of structured organic reaction records The reagents and catalysts are C=1C=CC(=CC1)/C=C/C(=O)/C=C/C2=CC=CC=C2.C=1C=CC(=CC1)/C=C/C(=O)/C=C/C2=CC=CC=C2.C=1C=CC(=CC1)/C=C/C(=O)/C=C/C2=CC=CC=C2.[Pd].[Pd] (Pd2(dba)3), C=1C=CC(=CC1)P(C=2C=CC=CC2)C3=CC=C4C=CC=CC4=C3C5=C6C=CC=CC6=CC=C5P(C=7C=CC=CC7)C=8C=CC=CC8 (BINAP). Yields the product C(CC=C)C1=CC=C(C=C1)NC1=C(C=C(C=C1C)C)C (N-(4-(but-3-en-1-yl)phenyl)-2,4,6-trimethylaniline). Solvent: C1(=CC=CC=C1)C (toluene). Reaction conditions: temperature 80 celsius, time 12 hour. Procedure: A mixture of Pd2(dba)3 (517.6 mg, 5 mol % Pd), BINAP (1.06 g, 1.5 eq of Pd), and potassium tert-butoxide (3.05 g, 27.13 mmol) in 80 ml toluene was prepared in a round-bottom flask in a glove box. The 4-(4-bromophenyl)-1-butene (5.00 g, 22.6 mmol) and 2,4,6-trimethylaniline (3.80 ml, 27.13 mmol) were added by syringe, and the reaction mixture was stirred at 80° C. oil bath for 12 h. The mixture was quenched with a saturated NaHCO3(aq) solution and then concentrated under reduced pressure. The cru... RXN SMILES: CC(C)([O-])C.[K+].Br[C:8]1[CH:13]=[CH:12][C:11]([CH2:14][CH2:15][CH:16]=[CH2:17])=[CH:10][CH:9]=1.[CH3:18][C:19]1[CH:25]=[C:24]([CH3:26])[CH:23]=[C:22]([CH3:27])[C:20]=1[NH2:21]>C1(C)C=CC=CC=1.C1C=CC(/C=C/C(/C=C/C2C=CC=CC=2)=O)=CC=1.C1C=CC(/C=C/C(/C=C/C2C=CC=CC=2)=O)=CC=1.C1C=CC(/C=C/C(/C=C/C2C=CC=CC=2)=O)=CC=1.[Pd].[Pd].C1C=CC(P(C2C(C3C(P(C4C=CC=CC=4)C4C=CC=CC=4)=CC=C4C=3C=CC=C4)=C3C(C=CC=C3)=CC=2)C2C=CC=CC=2)=CC=1>[CH2:14]([C:11]1[CH:12]=[CH:13][C:8]([NH:21][C:20]2[C:22]([CH3:27])=[CH:23][C:24]([CH3:26])=[CH:25][C:19]=2[CH3:18])=[CH:9][CH:10]=1)[CH2:15][CH:16]=[CH2:17] |f:0.1,5.6.7.8.9|. The yield is 80.5%. Starting materials: CC(C)([O-])C.[K+] (potassium tert-butoxide), BrC1=CC=C(C=C1)CCC=C (4-(4-bromophenyl)-1-butene), CC1=C(N)C(=CC(=C1)C)C (2,4,6-trimethylaniline). Reactants: C(=O)(C(F)(F)F)O (TFA), O=C1NC(=NS1)C1=CC=C(C=C1)NC(OC(C)(C)C)=O (tert-butyl [4-(5-oxo-4,5-dihydro-1,2,4-thiadiazol-3-yl)phenyl]carbamate). Run in ClCCl (dichloromethane). Run at time 40 minute. The product is NC1=CC=C(C=C1)C1=NSC(N1)=O (3-(4-Aminophenyl)-1,2,4-thiadiazol-5(4H)-one). Reaction SMILES: C(O)(C(F)(F)F)=O.[O:8]=[C:9]1[S:13][N:12]=[C:11]([C:14]2[CH:19]=[CH:18][C:17]([NH:20]C(=O)OC(C)(C)C)=[CH:16][CH:15]=2)[NH:10]1>ClCCl>[NH2:20][C:17]1[CH:16]=[CH:15][C:14]([C:11]2[NH:10][C:9](=[O:8])[S:13][N:12]=2)=[CH:19][CH:18]=1. Procedure details: At 0° C., 0.8 ml of TFA was added to a solution of 129 mg (purity 70%, 0.44 mmol) of tert-butyl [4-(5-oxo-4,5-dihydro-1,2,4-thiadiazol-3-yl)phenyl]carbamate in 4 ml of dichloromethane, and the mixture was stirred at RT for 40 min Subsequently, the reaction mixture was concentrated under reduced pressure and the crude product was purified by preparative HPLC (water/acetonitrile/0.1% formic acid gradient). Yield: 54 mg (purity 90%, 57% of theory) Reactants: BrC=1C=C2C(=NC1)C1(CN2)CCOCC1 (6′-bromo-1′,2,2′,3,5,6-hexahydrospiro-[pyran-4,3′-pyrrolo[3,2-b]pyridine]), O1CCOCC1 (1,4-dioxane), ClC1=C(C(=NC2=CC(=CC=C12)F)C1=NC=CC=C1)C (4-chloro-7-fluoro-3-methyl-2-(pyridin-2-yl)quinoline), Cl (hydrochloric acid). Solvent: CN1CCCC1=O (NMP). Conditions: temperature 150 celsius. Yields the product BrC=1C=C2C(=NC1)C1(CN2C2=C(C(=NC3=CC(=CC=C23)F)C2=NC=CC=C2)C)CCOCC1 (6′-Bromo-1′-(7-fluoro-3-methyl-2-(pyridin-2-yl)quinolin-4-yl)-1′,2,2′,3,5,6-hexahydrospiro[pyran-4,3′-pyrrolo[3,2-b]pyridine]). As a reaction SMILES: [Br:1][C:2]1[CH:3]=[C:4]2[NH:10][CH2:9][C:8]3([CH2:15][CH2:14][O:13][CH2:12][CH2:11]3)[C:5]2=[N:6][CH:7]=1.Cl[C:17]1[C:26]2[C:21](=[CH:22][C:23]([F:27])=[CH:24][CH:25]=2)[N:20]=[C:19]([C:28]2[CH:33]=[CH:32][CH:31]=[CH:30][N:29]=2)[C:18]=1[CH3:34].Cl.O1CCOCC1>CN1C(=O)CCC1>[Br:1][C:2]1[CH:3]=[C:4]2[N:10]([C:17]3[C:26]4[C:21](=[CH:22][C:23]([F:27])=[CH:24][CH:25]=4)[N:20]=[C:19]([C:28]4[CH:33]=[CH:32][CH:31]=[CH:30][N:29]=4)[C:18]=3[CH3:34])[CH2:9][C:8]3([CH2:15][CH2:14][O:13][CH2:12][CH2:11]3)[C:5]2=[N:6][CH:7]=1. Procedure details: Prepared according to procedure L using 6′-bromo-1′,2,2′,3,5,6-hexahydrospiro-[pyran-4,3′-pyrrolo[3,2-b]pyridine] (89 mg, 0.33 mmol), 4-chloro-7-fluoro-3-methyl-2-(pyridin-2-yl)quinoline (90 mg, 0.33 mmol) and hydrochloric acid in 1,4-dioxane (83 μL, 0.330 mmol) in NMP (2.0 mL) and heating in the microwave at 150° C. for 2 h. After purification 6′-bromo-1′-(7-fluoro-3-methyl-2-(pyridin-2-yl)quinolin-4-yl)-1′,2,2′,3,5,6-hexahydrospiro[pyran-4,3′-pyrrolo[3,2-b]pyridine] was obtained as a yellow fi... Starting materials: C(C1=CC=CC=C1)SCC1=CC=CC(=N1)C=1SC2=C(C(N1)=O)C=CC=C2 (2-[6-[(Benzylthio)methyl]-2-pyridyl]-4H-1,3-benzothiazine-4-one), ClC1=CC(=CC=C1)C(=O)OO (3-chloroperbenzoic acid). Solvent: C(Cl)(Cl)Cl (chloroform), C(Cl)(Cl)Cl (chloroform). Conditions: time 1 hour. The product is C(C1=CC=CC=C1)S(=O)CC1=CC=CC(=N1)C=1SC2=C(C(N1)=O)C=CC=C2 (2-[6-[(Benzylsulfinyl)methyl]-2-pyridyl]-4H-1,3-benzothiazine-4-one). Isolated yield 61.4%. Reaction SMILES: [CH2:1]([S:8][CH2:9][C:10]1[N:15]=[C:14]([C:16]2[S:17][C:18]3[CH:26]=[CH:25][CH:24]=[CH:23][C:19]=3[C:20](=[O:22])[N:21]=2)[CH:13]=[CH:12][CH:11]=1)[C:2]1[CH:7]=[CH:6][CH:5]=[CH:4][CH:3]=1.ClC1C=CC=C(C(OO)=[O:35])C=1>C(Cl)(Cl)Cl>[CH2:1]([S:8]([CH2:9][C:10]1[N:15]=[C:14]([C:16]2[S:17][C:18]3[CH:26]=[CH:25][CH:24]=[CH:23][C:19]=3[C:20](=[O:22])[N:21]=2)[CH:13]=[CH:12][CH:11]=1)=[O:35])[C:2]1[CH:3]=[CH:4][CH:5]=[CH:6][CH:7]=1. Reported procedure: 2-[6-[(Benzylthio)methyl]-2-pyridyl]-4H-1,3-benzothiazine-4-one (0.080 g, 0.22 mmol) was dissolved in chloroform (50 ml), and a solution of 3-chloroperbenzoic acid (ca. 77%, 0.037 g, 0.22 mmol) in chloroform (10 ml) was added dropwise thereto. The mixture was stirred at room temperature for 1 hr. The solvent was evaporated, and the residue was recrystallized from n-hexane-ethyl acetate to give the titled compound (0.053 g, 64%) as pale yellow crystals. The reactants are COC(C1=CC(=CC(=C1)CBr)CBr)=O (methyl-3,5-bis(bromomethyl)-benzoate), [H-].[Na+] (sodium hydride), CC(C)(C)OC(=O)NC(=O)OC(C)(C)C (di-tert-butyliminodicarboxylate), 1/4, [Cl-].[NH4+] (ammonium chloride). Solvent: CN(C=O)C (N,N-dimethylformamide), CN(C=O)C (N,N-dimethylformamide). Reaction conditions: temperature 0 celsius, time 15 minute. The product is COC(C1=CC(=CC(=C1)CN(C(=O)OC(C)(C)C)C(=O)OC(C)(C)C)CBr)=O (methyl-3-bromomethyl-5-bis(Boc)aminomethyl-benzoate). The yield is 65.6%. As a reaction SMILES: [H-].[Na+].[CH3:3][C:4]([O:7][C:8]([NH:10][C:11]([O:13][C:14]([CH3:17])([CH3:16])[CH3:15])=[O:12])=[O:9])([CH3:6])[CH3:5].[CH3:18][O:19][C:20](=[O:31])[C:21]1[CH:26]=[C:25]([CH2:27][Br:28])[CH:24]=[C:23]([CH2:29]Br)[CH:22]=1.[Cl-].[NH4+]>CN(C)C=O>[CH3:18][O:19][C:20](=[O:31])[C:21]1[CH:22]=[C:23]([CH2:29][N:10]([C:11]([O:13][C:14]([CH3:17])([CH3:16])[CH3:15])=[O:12])[C:8]([O:7][C:4]([CH3:3])([CH3:5])[CH3:6])=[O:9])[CH:24]=[C:25]([CH2:27][Br:28])[CH:26]=1 |f:0.1,4.5|. Reported procedure: A mixture of sodium hydride (3.6 g, 90 mmol) and N,N-dimethylformamide (150 ml) was cooled to 0° C. and treated with solid di-tert-butyliminodicarboxylate (17.4 g, 76.0 mmol) with vigorous stirring. The mixture was stirred at 0° C. for 15 minutes, the ice bath was removed and a solution of methyl-3,5-bis(bromomethyl)-benzoate (23.6 g, 73.2 mmol) in N,N-dimethylformamide was added dropwise over 30 minutes. After 12 hours the mixture was poured into 100 ml 1/4 saturated aqueous ammonium chloride a... The reactants are FC(C(=O)O)(F)F (Trifluoroacetic acid), C(C)(C)(C)OC(N(C=1N=CSC1)S(=O)(=O)C1=C(C=C(C(=C1)Cl)OC1=C(C=C(C(=C1)C(F)(F)F)F)C1=CN=NC=C1)F)=O (tert-butyl({5-chloro-2-fluoro-4-[4-fluoro-2-pyridazin-4-yl-5-(trifluoromethyl)phenoxy]phenyl}sulfonyl)1,3-thiazol-4-ylcarbamate). Run in ClCCl (dichloromethane). Conditions: time 2 hour. Yields the product FC(C(=O)O)(F)F.FC(C(=O)O)(F)F.ClC=1C(=CC(=C(C1)S(=O)(=O)NC=1N=CSC1)F)OC1=C(C=C(C(=C1)C(F)(F)F)F)C1=CN=NC=C1 (5-Chloro-2-fluoro-4-[4-fluoro-2-pyridazin-4-yl-5-(trifluoromethyl)phenoxy]-N-1,3-thiazol-4-ylbenzenesulfonamide bis(trifluoroacetate)). RXN SMILES: [F:1][C:2]([F:7])([F:6])[C:3]([OH:5])=[O:4].C(OC(=O)[N:14]([S:20]([C:23]1[CH:28]=[C:27]([Cl:29])[C:26]([O:30][C:31]2[CH:36]=[C:35]([C:37]([F:40])([F:39])[F:38])[C:34]([F:41])=[CH:33][C:32]=2[C:42]2[CH:47]=[CH:46][N:45]=[N:44][CH:43]=2)=[CH:25][C:24]=1[F:48])(=[O:22])=[O:21])[C:15]1[N:16]=[CH:17][S:18][CH:19]=1)(C)(C)C>ClCCl>[F:1][C:2]([F:7])([F:6])[C:3]([OH:5])=[O:4].[F:1][C:2]([F:7])([F:6])[C:3]([OH:5])=[O:4].[Cl:29][C:27]1[C:26]([O:30][C:31]2[CH:36]=[C:35]([C:37]([F:38])([F:40])[F:39])[C:34]([F:41])=[CH:33][C:32]=2[C:42]2[CH:47]=[CH:46][N:45]=[N:44][CH:43]=2)=[CH:25][C:24]([F:48])=[C:23]([S:20]([NH:14][C:15]2[N:16]=[CH:17][S:18][CH:19]=2)(=[O:22])=[O:21])[CH:28]=1 |f:3.4.5|. Procedure details: Trifluoroacetic acid (9 mL) was added to a solution of tert-butyl({5-chloro-2-fluoro-4-[4-fluoro-2-pyridazin-4-yl-5-(trifluoromethyl)phenoxy]phenyl}sulfonyl)1,3-thiazol-4-ylcarbamate (2.0 g, 3.1 mmol) in dichloromethane (20 mL). After 2 hours, the reaction mixture was concentrated in vacuo to afford the title compound as an amber foam (2.37 g).